This data is from the Open Reaction Database (ORD), a public repository of structured organic reaction records. The task is: describe an organic reaction: reactants, conditions, products, and yield Reactants: CC(Cl)c1cccnc1, COc1c2ccc(C(=O)O)cc2nn1C1CC1. Reagents/catalysts: O=C([O-])[O-].[Cs+].[Cs+] (cesium carbonate), [I-].[K+] (potassium iodide). Run in CN(C)C=O (DMF), CN(C)C=O (dmf), CN(C)C=O (DMF). Reaction conditions: temperature 70 celsius, time 16 hour. The product is COc1c2ccc(C(=O)OC(C)c3cccnc3)cc2nn1C1CC1. The reactants are ClCCCN1C2=C(CCC3=C1C=CC=C3)C=CC=C2 (5-(3-chloropropyl)-10,11-dihydro-5H-dibenz[b,f]azepine), O.O.C(C(=O)O)(=O)O (oxalic acid dihydrate), FC1=CC=C(C(=O)C2CCNCC2)C=C1 (4-(4-fluorobenzoyl)piperidine), C([O-])([O-])=O.[K+].[K+] (potassium carbonate). The solvent is C(C)(C)O (isopropanol), CN(C=O)C (dimethylformamide). Product: FC1=CC=C(C(=O)C2CCN(CC2)CCCN2C3=C(CCC4=C2C=CC=C4)C=CC=C3)C=C1 (5-{3-[4-(4-Fluorobenzoyl)piperidinyl]propyl}-10,11-dihydro5H-dibenz[b,f]azepine). The yield is 32.0%. As a reaction SMILES: Cl[CH2:2][CH2:3][CH2:4][N:5]1[C:11]2[CH:12]=[CH:13][CH:14]=[CH:15][C:10]=2[CH2:9][CH2:8][C:7]2[CH:16]=[CH:17][CH:18]=[CH:19][C:6]1=2.[F:20][C:21]1[CH:34]=[CH:33][C:24]([C:25]([CH:27]2[CH2:32][CH2:31][NH:30][CH2:29][CH2:28]2)=[O:26])=[CH:23][CH:22]=1.C(=O)([O-])[O-].[K+].[K+].O.O.C(O)(=O)C(O)=O>C(O)(C)C.CN(C)C=O>[F:20][C:21]1[CH:22]=[CH:23][C:24]([C:25]([CH:27]2[CH2:32][CH2:31][N:30]([CH2:2][CH2:3][CH2:4][N:5]3[C:11]4[CH:12]=[CH:13][CH:14]=[CH:15][C:10]=4[CH2:9][CH2:8][C:7]4[CH:16]=[CH:17][CH:18]=[CH:19][C:6]3=4)[CH2:29][CH2:28]2)=[O:26])=[CH:33][CH:34]=1 |f:2.3.4,5.6.7|. Procedure: A stirred mixture containing 4.5 gms. (0.017 mole) of 5-(3-chloropropyl)-10,11-dihydro-5H-dibenz[b,f]azepine, 3.4 gms (0.017 mole) of 4-(4-fluorobenzoyl)piperidine, 10.0 gms. of potassium carbonate and 75 ml. of dimethylformamide was heated at 90°-100°C. for 16 hours. The cooled suspension was filtered, the solvent removed at reduced pressure and the residual oil was taken up in ether and filtered to remove insoluble materials. The clear filtrate was treated with a solution of 2.1 gms. (0.017 mo... Reactants: CN(C(=O)C1C(C=2C=C3C(=NC2N(C1)C)C=C(C(=C3)F)F)=O)C (N,N-dimethyl-7,8-difluoro-1-methyl-4-oxo-1,2,3,4-tetrahydrobenzo[b][1,8]naphthyridine-3-carboxamide), S(=S)(=O)([O-])[O-].[Na+].[Na+] (sodium thiosulphate), [I-].[K+] (potassium iodide), OO (hydrogen peroxide). Solvent: C(C)O (ethanol), O (water). Run at temperature 77 celsius. The product is CN(C(=O)C=1C(C=2C=C3C(=NC2N(C1)C)C=C(C(=C3)F)F)=O)C (N,N-dimethyl-7,8-difluoro-1-methyl-4-oxo-1,4-dihydrobenzo[b][1,8]naphthyridine-3-carboxamide). The yield is 78.5%. Reaction SMILES: [I-].[K+].[CH3:3][N:4]([CH3:25])[C:5]([CH:7]1[CH2:16][N:15]([CH3:17])[C:14]2[N:13]=[C:12]3[CH:18]=[C:19]([F:23])[C:20]([F:22])=[CH:21][C:11]3=[CH:10][C:9]=2[C:8]1=[O:24])=[O:6].OO.S([O-])([O-])(=O)=S.[Na+].[Na+]>O.C(O)C>[CH3:3][N:4]([CH3:25])[C:5]([C:7]1[C:8](=[O:24])[C:9]2[CH:10]=[C:11]3[CH:21]=[C:20]([F:22])[C:19]([F:23])=[CH:18][C:12]3=[N:13][C:14]=2[N:15]([CH3:17])[CH:16]=1)=[O:6] |f:0.1,4.5.6|. Procedure: A solution of 1.35 g of potassium iodide in 10 cm3 of water is added with stirring at approximately 20° C. to a suspension of 25 g of N,N-dimethyl-7,8-difluoro-1-methyl-4-oxo-1,2,3,4-tetrahydrobenzo[b][1,8]naphthyridine-3-carboxamide in 1,000 cm3 of ethanol. The suspension is heated to 77° C., and 25 cm3 of 33% by weight hydrogen peroxide are introduced in the course of 20 minutes at this temperature. The reaction mixture is kept refluxing for a further 1 hour 30 minutes and is then cooled to ap... Starting materials: O=c1c(Oc2ccc(Br)cc2)c(-n2ccnc2)cnn1-c1ccc(Cl)cc1, CCN(C(C)C)C(C)C, C[Sn](C)(C)c1ccncc1, CN(C)C=O. The product is O=c1c(Oc2ccc(-c3ccncc3)cc2)c(-n2ccnc2)cnn1-c1ccc(Cl)cc1. As a reaction SMILES: [Br:1][c:2]1[cH:3][cH:4][c:5]([O:8][c:9]2[c:10](=[O:27])[n:11](-[c:20]3[cH:21][cH:22][c:23]([Cl:26])[cH:24][cH:25]3)[n:12][cH:13][c:14]2-[n:15]2[cH:16][n:17][cH:18][cH:19]2)[cH:6][cH:7]1.[CH2:38]([N:39]([CH:40]([CH3:41])[CH3:42])[CH:43]([CH3:44])[CH3:45])[CH3:46].[CH3:28][Sn:29]([c:30]1[cH:31][cH:32][n:33][cH:34][cH:35]1)([CH3:36])[CH3:37].[CH3:47][N:48]([CH3:49])[CH:50]=[O:51]>>[c:2]1(-[c:30]2[cH:31][cH:32][n:33][cH:34][cH:35]2)[cH:3][cH:4][c:5]([O:8][c:9]2[c:10](=[O:27])[n:11](-[c:20]3[cH:21][cH:22][c:23]([Cl:26])[cH:24][cH:25]3)[n:12][cH:13][c:14]2-[n:15]2[cH:16][n:17][cH:18][cH:19]2)[cH:6][cH:7]1. Reactants: CO, O=[N+]([O-])c1ccc(OCCN2CCOCC2)cc1F. Yields the product Nc1ccc(OCCN2CCOCC2)cc1F. As a reaction SMILES: [CH3:20][OH:21].[F:1][c:2]1[cH:3][c:4]([O:5][CH2:6][CH2:7][N:8]2[CH2:9][CH2:10][O:11][CH2:12][CH2:13]2)[cH:14][cH:15][c:16]1[N+:17]([O-:18])=[O:19]>>[F:1][c:2]1[cH:3][c:4]([O:5][CH2:6][CH2:7][N:8]2[CH2:9][CH2:10][O:11][CH2:12][CH2:13]2)[cH:14][cH:15][c:16]1[NH2:17]. Reactants: COc1cccnc1CCCCNc1nc(=O)cc[nH]1, Cc1ccc(C=O)cn1, Cl, [Na+], [OH-]. The product is COc1cccnc1CCCCNc1nc(=O)c(C(O)c2ccc(C)nc2)c[nH]1. Reaction SMILES: [CH3:1][O:2][c:3]1[c:4]([CH2:9][CH2:10][CH2:11][CH2:12][NH:13][c:14]2[nH:15][cH:16][cH:17][c:18](=[O:20])[n:19]2)[n:5][cH:6][cH:7][cH:8]1.[CH3:21][c:22]1[n:23][cH:24][c:25]([CH:28]=[O:29])[cH:26][cH:27]1.[ClH:32].[Na+:31].[OH-:30]>>[CH3:1][O:2][c:3]1[c:4]([CH2:9][CH2:10][CH2:11][CH2:12][NH:13][c:14]2[nH:15][cH:16][c:17]([CH:28]([c:25]3[cH:24][n:23][c:22]([CH3:21])[cH:27][cH:26]3)[OH:29])[c:18](=[O:20])[n:19]2)[n:5][cH:6][cH:7][cH:8]1.